Dataset: the Open Reaction Database (ORD), a public repository of structured organic reaction records. Task: describe an organic reaction: reactants, conditions, products, and yield The reactants are C(C)C1=C(NC(=C1I)C=O)C(=O)OC(C)(C)C (tert-butyl 3-ethyl-5-formyl-4-iodo-1H-pyrrole-2-carboxylate), [O-]P(=O)([O-])[O-].[K+].[K+].[K+] (K3PO4), O1C(=CC2=C1C=CC=C2)B(O)O (1-benzofuran-2-ylboronic acid). Reagents/catalysts: C=1C=CC(=CC1)[P](C=2C=CC=CC2)(C=3C=CC=CC3)[Pd]([P](C=4C=CC=CC4)(C=5C=CC=CC5)C=6C=CC=CC6)([P](C=7C=CC=CC7)(C=8C=CC=CC8)C=9C=CC=CC9)[P](C=1C=CC=CC1)(C=1C=CC=CC1)C=1C=CC=CC1 (Pd(PPh3)4). Solvent: C(OC)COC (dimethoxyethane). Reaction conditions: temperature 85 celsius. Product: O1C(=CC2=C1C=CC=C2)C=2C(=C(NC2C=O)C(=O)OC(C)(C)C)CC (tert-butyl 4-(1-benzofuran-2-yl)-3-ethyl-5-formyl-1H-pyrrole-2-carboxylate). RXN SMILES: [CH2:1]([C:3]1[C:7](I)=[C:6]([CH:9]=[O:10])[NH:5][C:4]=1[C:11]([O:13][C:14]([CH3:17])([CH3:16])[CH3:15])=[O:12])[CH3:2].[O-]P([O-])([O-])=O.[K+].[K+].[K+].[O:26]1[C:30]2[CH:31]=[CH:32][CH:33]=[CH:34][C:29]=2[CH:28]=[C:27]1B(O)O>C1C=CC([P]([Pd]([P](C2C=CC=CC=2)(C2C=CC=CC=2)C2C=CC=CC=2)([P](C2C=CC=CC=2)(C2C=CC=CC=2)C2C=CC=CC=2)[P](C2C=CC=CC=2)(C2C=CC=CC=2)C2C=CC=CC=2)(C2C=CC=CC=2)C2C=CC=CC=2)=CC=1.C(COC)OC>[O:26]1[C:30]2[CH:31]=[CH:32][CH:33]=[CH:34][C:29]=2[CH:28]=[C:27]1[C:7]1[C:3]([CH2:1][CH3:2])=[C:4]([C:11]([O:13][C:14]([CH3:17])([CH3:16])[CH3:15])=[O:12])[NH:5][C:6]=1[CH:9]=[O:10] |f:1.2.3.4,^1:41,43,62,81|. Procedure: Tert-butyl 3-ethyl-5-formyl-4-iodo-1H-pyrrole-2-carboxylate was obtained following the procedures described in Example 1. To a mixture of tert-butyl 3-ethyl-5-formyl-4-iodo-1H-pyrrole-2-carboxylate (0.0597 g, 0.172 mmol), K3PO4 (0.180 g, 0.85 mmol), Pd(PPh3)4(0.0120 g, 0.010 mmol), and 1-benzofuran-2-ylboronic acid (0.0330 g, 0.21 mmol) under N2 was added dimethoxyethane (2.5 mL). The reaction was heated to 85° C. and refluxed for 5 h. After cooling to ambient temperature, the reaction was filtr...